Dataset: the Open Reaction Database (ORD), a public repository of structured organic reaction records. Task: describe an organic reaction: reactants, conditions, products, and yield Reactants: compound ( 7.4 ), OC1=C(C(OC=C1)=O)C (4-hydroxy-methyl-pyranone), C(C)O (ethanol). Run in P(=O)([O-])([O-])[O-] (phosphate). Product: O1C(CC2=C1C=CC=C2)=O (Benzofuranone). Reaction SMILES: O[C:2]1[CH:7]=[CH:6][O:5][C:4](=[O:8])[C:3]=1[CH3:9].[CH2:10](O)[CH3:11]>P([O-])([O-])([O-])=O>[O:5]1[C:6]2[CH:7]=[CH:2][CH:10]=[CH:11][C:9]=2[CH2:3][C:4]1=[O:8]. Procedure details: 0.40 g of the compound (7.4) are dissolved together with 0.175 g of 4-hydroxy-methyl-pyranone (Fluka) in 40 mL of phosphate buffer (0.2M, pH=5) at room temperature, and 20.0 mg of laccase (Trametes versicolor (Fluka)) are added. For better solubility, 1 mL of ethanol is also added. The mixture is stirred in an open vessel until the starting materials can no longer be detected (about 2 days). The mixture is concentrated and the residue is taken up in methanol and centrifuged. The desired product ... Starting materials: CC1(OC(C(O1)=CC(=O)N(C)CC1=C(C=C(C=C1)F)S(=O)(=O)C)=O)C (2-(2,2-Dimethyl-5-oxo-[1,3]dioxolan-4-ylidene)-N-(4-fluoro-2-methanesulfonyl-benzyl)-N-methyl-acetamide), C=O (paraformaldehyde), N1(CCOCC1)CCN (2-morpholin-4-yl-ethylamine). Product: FC1=CC(=C(CN(C(=O)C=2CN(C(C2O)=O)CCN2CCOCC2)C)C=C1)S(=O)(=O)C (4-Hydroxy-1-(2-morpholin-4-yl-ethyl)-5-oxo-2,5-dihydro-1H-pyrrole-3-carboxylic acid (4-fluoro-2-methanesulfonyl-benzyl)-methyl-amide). The yield is 69.0%. RXN SMILES: CC1(C)[O:6][C:5](=[CH:7][C:8]([N:10]([CH2:12][C:13]2[CH:18]=[CH:17][C:16]([F:19])=[CH:15][C:14]=2[S:20]([CH3:23])(=[O:22])=[O:21])[CH3:11])=[O:9])[C:4](=[O:24])O1.[CH2:26]=O.[N:28]1([CH2:34][CH2:35][NH2:36])[CH2:33][CH2:32][O:31][CH2:30][CH2:29]1>>[F:19][C:16]1[CH:17]=[CH:18][C:13]([CH2:12][N:10]([CH3:11])[C:8]([C:7]2[CH2:26][N:36]([CH2:35][CH2:34][N:28]3[CH2:33][CH2:32][O:31][CH2:30][CH2:29]3)[C:4](=[O:24])[C:5]=2[OH:6])=[O:9])=[C:14]([S:20]([CH3:23])(=[O:21])=[O:22])[CH:15]=1. Procedure details: 2-(2,2-Dimethyl-5-oxo-[1,3]dioxolan-4-ylidene)-N-(4-fluoro-2-methanesulfonyl-benzyl)-N-methyl-acetamide was reacted with paraformaldehyde and 2-morpholin-4-yl-ethylamine as described in Method 44B to give the title compound as a white solid (0.032 g, 69% yield). 1HNMR (300 MHz, DMSO) δ: 9.65 (1H, bs), 7.74 (1H, dd, J=8.41, 2.56 Hz), 7.64–7.59 (1H, m), 7.43–7.38 (1H, m), 4.99 (2H, s), 4.15 (2H, s), 4.00–3.53 (10H, m), 3.43 (2H, s), 3.38 (3H, s), 3.11 (3H, s). Starting materials: C1(=CC=CC=C1)C=1SC=C(N1)CCO (2-phenyl-4-(β-hydroxyethyl)thiazole), C(C)C1(OCCC=2N=C(SC21)C2=CC=C(C=C2)Cl)CC(=O)OCC (ethyl 6,7-dihydro-4-ethyl-2-(4chlorophenyl)-4H-pyrano[4,3-d]thiazole-4-acetate), IV, ClC1=CC=C(C=C1)C=1SC=C(N1)CCO (2-(4-chlorophenyl)-4-(β-hydroxyethyl)thiazole), ester, ester. Product: C(C)C1(OCCC=2N=C(SC21)C2=CC=C(C=C2)Cl)CC(=O)O (6,7-dihydro-4-ethyl-2-(4-chlorophenyl)-4H-pyrano[4,3-d]thiazole-4-acetic acid). Reaction SMILES: C1(C2SC=C(CCO)N=2)C=CC=CC=1.ClC1C=CC(C2SC=C(CCO)N=2)=CC=1.[CH2:30]([C:32]1([CH2:48][C:49]([O:51]CC)=[O:50])[C:40]2[S:39][C:38]([C:41]3[CH:46]=[CH:45][C:44]([Cl:47])=[CH:43][CH:42]=3)=[N:37][C:36]=2[CH2:35][CH2:34][O:33]1)[CH3:31]>>[CH2:30]([C:32]1([CH2:48][C:49]([OH:51])=[O:50])[C:40]2[S:39][C:38]([C:41]3[CH:46]=[CH:45][C:44]([Cl:47])=[CH:43][CH:42]=3)=[N:37][C:36]=2[CH2:35][CH2:34][O:33]1)[CH3:31]. Reported procedure: In the same manner but replacing 2-phenyl-4-(β-hydroxyethyl)thiazole with an equivalent amount of 2-(4-chlorophenyl)-4-(β-hydroxyethyl)thiazole the intermediate ester, ethyl 6,7-dihydro-4-ethyl-2-(4chlorophenyl)-4H-pyrano[4,3-d]thiazole-4-acetate (IV, R1 = Cl, R2 = CH2CH3, A= COOCH2CH3 and n= 1is obtained. Alkaline hydrolysis of the latter ester gives 6,7-dihydro-4-ethyl-2-(4-chlorophenyl)-4H-pyrano[4,3-d]thiazole-4-acetic acid (I; R1 = Cl, R2 = CH2CH3, R3 = COOH and n= 1), mp 190°-191° C., afte... The reactants are N1=CN=C(C2=C1NC=C2)OC=2C=C1C=CC=C(C1=CC2)C(=O)O (6-(7H-pyrrolo[2,3-d]pyrimidin-4-yloxy)-1-naphthoic acid), C(=O)(C(=O)Cl)Cl ((COCl)2). Reagents/catalysts: CN(C)C=O (DMF). Solvent: C(Cl)Cl (DCM). Conditions: time 4 hour. Product: N1=CN=C(C2=C1NC=C2)OC=2C=C1C=CC=C(C1=CC2)C(=O)Cl (6-(7H-pyrrolo[2,3-d]pyrimidin-4-yloxy)-1-naphthoyl chloride). RXN SMILES: [N:1]1[C:6]2[NH:7][CH:8]=[CH:9][C:5]=2[C:4]([O:10][C:11]2[CH:12]=[C:13]3[C:18](=[CH:19][CH:20]=2)[C:17]([C:21]([OH:23])=O)=[CH:16][CH:15]=[CH:14]3)=[N:3][CH:2]=1.C(Cl)(C([Cl:28])=O)=O>C(Cl)Cl.CN(C=O)C>[N:1]1[C:6]2[NH:7][CH:8]=[CH:9][C:5]=2[C:4]([O:10][C:11]2[CH:12]=[C:13]3[C:18](=[CH:19][CH:20]=2)[C:17]([C:21]([Cl:28])=[O:23])=[CH:16][CH:15]=[CH:14]3)=[N:3][CH:2]=1. Reported procedure: To a solution of 6-(7H-pyrrolo[2,3-d]pyrimidin-4-yloxy)-1-naphthoic acid (357 mg, 1.17 mmol) in DCM (11.7 mL) under an N2 atmosphere, was added DMF (2 drops) followed by (COCl)2 (143 μL, 1.64 mmol) dropwise. After stirring at RT for 4 hours, the reaction mixture became a yellow slurry. An aliquot was removed and placed in a vial containing 500 μl of 1M MeNH2. After 5 min, the resulting solution was analyzed by LCMS to indicate complete conversion to the methylamine and that no acid was present i... Reactants: FC=1C=C(C=CC1)C1=NC=C(C=N1)C(=O)O (2-(3-fluoro-phenyl)-pyrimidine-5-carboxylic acid), C(=O)(C=1NC=CN1)C=1NC=CN1 (carbonyl diimidazole), C(C)(C)(C)OC(NCC1=CC(=CC=C1)CN)=O ((3-aminomethyl-benzyl)-carbamic acid tert-butyl ester). The solvent is CCOC(=O)C (EtOAc), C1CCOC1 (THF). Reaction conditions: temperature 60 celsius, time 12 hour. The product is C(C)(C)(C)OC(NCC1=CC(=CC=C1)CNC(=O)C=1C=NC(=NC1)C1=CC(=CC=C1)F)=O ([3-({[2-(3-fluoro-phenyl)-pyrimidine-5-carbonyl]-amino}-methyl)-benzyl]-carbamic acid tert-butyl ester). Yield: 81.5%. Reaction SMILES: [F:1][C:2]1[CH:3]=[C:4]([C:8]2[N:13]=[CH:12][C:11]([C:14]([OH:16])=O)=[CH:10][N:9]=2)[CH:5]=[CH:6][CH:7]=1.C(C1NC=CN=1)(C1NC=CN=1)=O.[C:29]([O:33][C:34](=[O:45])[NH:35][CH2:36][C:37]1[CH:42]=[CH:41][CH:40]=[C:39]([CH2:43][NH2:44])[CH:38]=1)([CH3:32])([CH3:31])[CH3:30]>C1COCC1.CCOC(C)=O>[C:29]([O:33][C:34](=[O:45])[NH:35][CH2:36][C:37]1[CH:42]=[CH:41][CH:40]=[C:39]([CH2:43][NH:44][C:14]([C:11]2[CH:12]=[N:13][C:8]([C:4]3[CH:5]=[CH:6][CH:7]=[C:2]([F:1])[CH:3]=3)=[N:9][CH:10]=2)=[O:16])[CH:38]=1)([CH3:32])([CH3:30])[CH3:31]. Procedure details: To a solution of 2-(3-fluoro-phenyl)-pyrimidine-5-carboxylic acid (0.5 g, 2.25 mmol) in THF (25 mL) is added carbonyl diimidazole (0.5 g, 2.7 mmol) and heated at 60° C. for 2 hours. The mixture is cooled to room temperature and (3-aminomethyl-benzyl)-carbamic acid tert-butyl ester (0.67 mL, 2.7 mmol) is added. The mixture is stirred for 12 h, diluted with EtOAc (100 mL), washed with brine (2×50 mL), dried with Na2SO4, filtered and concentrated in vacuo. The residue is purified by flash chromatog... Reaction SMILES: [C:38](=[O:39])([O-:40])[OH:41].[CH2:45]([OH:46])[CH2:47][CH2:48][CH3:49].[Cl:30][CH2:31][CH2:32][N:33]([CH3:34])[CH2:35][CH2:36][Cl:37].[ClH:29].[NH4+:43].[Na+:42].[O:1]1[CH2:2][CH2:3][N:4]([c:7]2[cH:8][cH:9][c:10]([NH:13][C:14](=[O:15])[CH:16]3[CH2:17][c:18]4[c:19]([NH2:28])[cH:20][cH:21][c:22]([O:26][CH3:27])[c:23]4[CH2:24][CH2:25]3)[cH:11][cH:12]2)[CH2:5][CH2:6]1.[OH-:44]>>[O:1]1[CH2:2][CH2:3][N:4]([c:7]2[cH:8][cH:9][c:10]([NH:13][C:14](=[O:15])[CH:16]3[CH2:17][c:18]4[c:19]([N:28]5[CH2:31][CH2:32][N:33]([CH3:34])[CH2:35][CH2:36]5)[cH:20][cH:21][c:22]([O:26][CH3:27])[c:23]4[CH2:24][CH2:25]3)[cH:11][cH:12]2)[CH2:5][CH2:6]1. Yields the product COc1ccc(N2CCN(C)CC2)c2c1CCC(C(=O)Nc1ccc(N3CCOCC3)cc1)C2. Starting materials: O=C([O-])O, CCCCO, CN(CCCl)CCCl, Cl, [NH4+], [Na+], COc1ccc(N)c2c1CCC(C(=O)Nc1ccc(N3CCOCC3)cc1)C2, [OH-]. The yield is 66.5%. Starting materials: C(C)OC([C@@H](NC(C1=CC=CC=C1)=O)CC1=CC=C(C=C1)O)=O (N-Benzoyl-L-tyrosine ethyl ester), C(CCCCCCCCCCC)SC(C)O (dodecanylthioethanol), 1-[2-{2-[bis(4-chlorophenyl)ethyl]methylamino}ethoxy]-4-bromo-benzene. Yields the product C(C)OC([C@@H](NC(C1=CC=CC=C1)=O)CC1=CC=C(C=C1)OCCSCCCCCCCCCCCC)=O (N-Benzoyl-O-dodecanylthioethyl-L-tyrosine ethyl ester). Reaction SMILES: [CH2:1]([O:3][C:4](=[O:23])[C@H:5]([CH2:15][C:16]1[CH:21]=[CH:20][C:19]([OH:22])=[CH:18][CH:17]=1)[NH:6][C:7](=[O:14])[C:8]1[CH:13]=[CH:12][CH:11]=[CH:10][CH:9]=1)[CH3:2].[CH2:24]([S:36][CH:37](O)[CH3:38])[CH2:25][CH2:26][CH2:27][CH2:28][CH2:29][CH2:30][CH2:31][CH2:32][CH2:33][CH2:34][CH3:35]>>[CH2:1]([O:3][C:4](=[O:23])[C@H:5]([CH2:15][C:16]1[CH:21]=[CH:20][C:19]([O:22][CH2:38][CH2:37][S:36][CH2:24][CH2:25][CH2:26][CH2:27][CH2:28][CH2:29][CH2:30][CH2:31][CH2:32][CH2:33][CH2:34][CH3:35])=[CH:18][CH:17]=1)[NH:6][C:7](=[O:14])[C:8]1[CH:13]=[CH:12][CH:11]=[CH:10][CH:9]=1)[CH3:2]. Procedure: N-Benzoyl-L-tyrosine ethyl ester (4.0 g, 12.76 mmol) and dodecanylthioethanol [Patent Application WO 99/15129] (3.15 g, 12.76 mmol) were reacted as described in Example 2 for the preparation of 1-[2-{2-[bis(4-chlorophenyl)ethyl]methylamino}ethoxy]-4-bromo-benzene and gave the title material (4.6 g, 66%) as a white solid.